From a dataset of the Open Reaction Database (ORD), a public repository of structured organic reaction records. describe an organic reaction: reactants, conditions, products, and yield The reactants are N1=C(NC2=C1C=CC=C2)COC2=CC=C(C=C2)Cl (1-(Benzimidazol-2-ylmethoxy)-4-chlorobenzene), C(=O)([O-])[O-].[K+].[K+] (K2CO3), CC(CBr)C (2-methylpropyl bromide). Solvent: CN(C)C=O (DMF). Conditions: time 48 hour. The product is CC(CN1C(=NC2=C1C=CC=C2)COC2=CC=C(C=C2)Cl)C (1-[1-(2-methylpropyl)benzimidazol-2-ylmethoxy]-4-Chlorobenzene). Yield: 95.3%. As a reaction SMILES: [N:1]1[C:5]2[CH:6]=[CH:7][CH:8]=[CH:9][C:4]=2[NH:3][C:2]=1[CH2:10][O:11][C:12]1[CH:17]=[CH:16][C:15]([Cl:18])=[CH:14][CH:13]=1.C([O-])([O-])=O.[K+].[K+].[CH3:25][CH:26]([CH3:29])[CH2:27]Br>CN(C=O)C>[CH3:25][CH:26]([CH3:29])[CH2:27][N:1]1[C:5]2[CH:6]=[CH:7][CH:8]=[CH:9][C:4]=2[N:3]=[C:2]1[CH2:10][O:11][C:12]1[CH:17]=[CH:16][C:15]([Cl:18])=[CH:14][CH:13]=1 |f:1.2.3|. Procedure details: To a solution of 52 (5.17 g, 0.02 mol) in DMF (50 mL) was added K2CO3 (5.53 g, 0.04 mol) followed by addition of 2-methylpropyl bromide (5.2 g, 0.038 mol) under Ar. The resulting mixture was stirred at rt for 48 hr. HPLC analysis showed that the reaction was not complete. The reaction mixture was further heated at 90° C. for 8 hr, at which point HPLC analysis showed the reaction was complete. The reaction mixture was cooled to rt and filtered. The filter cake was washed with EtOAc (100 mL). The ...